From a dataset of the Open Reaction Database (ORD), a public repository of structured organic reaction records. describe an organic reaction: reactants, conditions, products, and yield Starting materials: CCCN(CCO)C(=O)OC(C)(C)C, C1CCOC1, COc1nc(Cl)ncc1[N+](=O)[O-], [H-], [Na+], O. Yields the product CCCN(CCOc1ncc([N+](=O)[O-])c(OC)n1)C(=O)OC(C)(C)C. Reaction SMILES: [C:1]([CH3:2])([CH3:3])([CH3:4])[O:5][C:6]([N:7]([CH2:8][CH2:9][CH3:10])[CH2:11][CH2:12][OH:13])=[O:14].[CH2:30]1[O:31][CH2:32][CH2:33][CH2:34]1.[Cl:17][c:18]1[n:19][cH:20][c:21]([N+:26](=[O:27])[O-:28])[c:22]([O:24][CH3:25])[n:23]1.[H-:16].[Na+:15].[OH2:29]>>[C:1]([CH3:2])([CH3:3])([CH3:4])[O:5][C:6]([N:7]([CH2:8][CH2:9][CH3:10])[CH2:11][CH2:12][O:13][c:18]1[n:19][cH:20][c:21]([N+:26](=[O:27])[O-:28])[c:22]([O:24][CH3:25])[n:23]1)=[O:14]. Starting materials: resultant mixture, BrC=1C=C(C=2C=CN=CC2C1)S(=O)(=O)Cl (7-bromo-isoquinoline-5-sulfonyl chloride), C(C)(C)(C)OC(NCCN)=O ((2-amino-ethyl)-carbamic acid tert-butyl ester), N1=CC=CC=C1 (pyridine). The solvent is C(Cl)Cl (CH2Cl2), C(Cl)Cl (CH2Cl2), C(Cl)Cl (CH2Cl2). Run at time 8 hour. Product: C(C)(C)(C)OC(NCCNS(=O)(=O)C=1C=2C=CN=CC2C=C(C1)Br)=O ([2-(7-bromo-isoquinoline-5-sulfonylamino)-ethyl]-carbamic acid tert-butyl ester). As a reaction SMILES: [Br:1][C:2]1[CH:3]=[C:4]([S:12](Cl)(=[O:14])=[O:13])[C:5]2[CH:6]=[CH:7][N:8]=[CH:9][C:10]=2[CH:11]=1.[C:16]([O:20][C:21](=[O:26])[NH:22][CH2:23][CH2:24][NH2:25])([CH3:19])([CH3:18])[CH3:17].N1C=CC=CC=1>C(Cl)Cl>[C:16]([O:20][C:21](=[O:26])[NH:22][CH2:23][CH2:24][NH:25][S:12]([C:4]1[C:5]2[CH:6]=[CH:7][N:8]=[CH:9][C:10]=2[CH:11]=[C:2]([Br:1])[CH:3]=1)(=[O:14])=[O:13])([CH3:19])([CH3:17])[CH3:18]. Procedure: A slurry of 7-bromo-isoquinoline-5-sulfonyl chloride (16.3 g, 35.5 mmol) in CH2Cl2 (200 mL) is added in small portions to a stirred solution of (2-amino-ethyl)-carbamic acid tert-butyl ester (6 mL, 37.9 mmol) and pyridine (2.79 mL, 34.5 mmol) in CH2Cl2 (100 mL) at 0° C. under nitrogen. The resultant mixture is allowed to stir at ambient temperature overnight. The mixture is diluted with another 100 mL CH2Cl2, washed with saturated aqueous NaHCO3 (150 mL) solution, dried, filtered and concentrate... Reactants: OC(CN1C=NC=2N(C(N(C)C(C12)=O)=O)C)CO (7-(2,3-dihydroxypropyl)-theophylline), ClC1=CC=C(OCC(=O)O)C=C1 (p-chlorophenoxyacetic acid), O (water). Reagents/catalysts: C1(=CC=C(C=C1)S(=O)(=O)O)C (p-toluenesulfonic acid). Run in C=1(C(=CC=CC1)C)C (xylene). Product: ClC1=CC=C(OCC(=O)OCC(CN2C=NC=3N(C(N(C)C(C23)=O)=O)C)O)C=C1 (1-(7-theophyllinyl)-2-hydroxy-3-propyl (p-chlorophenoxyacetate)). Isolated yield 79.0%. As a reaction SMILES: [OH:1][CH:2]([CH2:17][OH:18])[CH2:3][N:4]1[C:13]2[C:12](=[O:14])[N:10]([CH3:11])[C:9](=[O:15])[N:8]([CH3:16])[C:7]=2[N:6]=[CH:5]1.[Cl:19][C:20]1[CH:30]=[CH:29][C:23]([O:24][CH2:25][C:26](O)=[O:27])=[CH:22][CH:21]=1.O>C1(C)C(C)=CC=CC=1.C1(C)C=CC(S(O)(=O)=O)=CC=1>[Cl:19][C:20]1[CH:30]=[CH:29][C:23]([O:24][CH2:25][C:26]([O:18][CH2:17][CH:2]([OH:1])[CH2:3][N:4]2[C:13]3[C:12](=[O:14])[N:10]([CH3:11])[C:9](=[O:15])[N:8]([CH3:16])[C:7]=3[N:6]=[CH:5]2)=[O:27])=[CH:22][CH:21]=1. Procedure details: 27.0 g (0.1 mol) 7-(2,3-dihydroxypropyl)-theophylline and 18.6 g (0.1 mol) p-chlorophenoxyacetic acid were heated in 100 ml xylene for 8 hours in a water separator with the addition of 0.9 g p-toluenesulfonic acid. After cooling down, the xylene was decanted and the residue dissolved in hot isopropanol. After addition of a little water the monoester crystallized out slowly. The yield was 33.4 g (79% yield) of 1-(7-theophyllinyl)-2-hydroxy-3-propyl (p-chlorophenoxyacetate) with a melting point of... Starting materials: CCN=C=NCCCN(C)C, CN(C)c1ccncc1, O=C(O)CC1CCCC1, ClCCl, Cl, Cl, COC(=O)c1ccc(Cc2cn(C)c3ccc(N)cc23)c(OC)c1. Product: COC(=O)c1ccc(Cc2cn(C)c3ccc(NC(=O)CC4CCCC4)cc23)c(OC)c1. As a reaction SMILES: [CH3:35][N:36]([CH3:37])[CH2:38][CH2:39][CH2:40][N:41]=[C:42]=[N:43][CH2:44][CH3:45].[CH3:47][N:48]([CH3:49])[c:50]1[cH:51][cH:52][n:53][cH:54][cH:55]1.[CH:25]1([CH2:30][C:31](=[O:32])[OH:33])[CH2:26][CH2:27][CH2:28][CH2:29]1.[Cl:56][CH2:57][Cl:58].[ClH:34].[ClH:46].[NH2:1][c:2]1[cH:3][c:4]2[c:5]([CH2:12][c:13]3[c:14]([O:23][CH3:24])[cH:15][c:16]([C:17](=[O:18])[O:19][CH3:20])[cH:21][cH:22]3)[cH:6][n:7]([CH3:11])[c:8]2[cH:9][cH:10]1>>[NH:1]([c:2]1[cH:3][c:4]2[c:5]([CH2:12][c:13]3[c:14]([O:23][CH3:24])[cH:15][c:16]([C:17](=[O:18])[O:19][CH3:20])[cH:21][cH:22]3)[cH:6][n:7]([CH3:11])[c:8]2[cH:9][cH:10]1)[C:31]([CH2:30][CH:25]1[CH2:26][CH2:27][CH2:28][CH2:29]1)=[O:32]. The yield is 55.6%. The product is Cl.CC1CC(N(N=C1C=1C=C2C(CC(N(C2=CC1)C)=O)(C)C)CCN1CCOCC1)=O (6-[5-methyl-2-(2-morpholinoethyl)-3-oxo-2,3,4,5-tetrahydropyridazin-6-yl]-1,4,4-trimethyl-1,2,3,4-tetrahydroquinolin-2-one hydrochloride). Run at time 30 minute. Solvent: CN(C=O)C (dimethylformamide). Reactants: CC1CC(NN=C1C=1C=C2C(CC(N(C2=CC1)C)=O)(C)C)=O (6-(5-methyl-3-oxo-2,3,4,5-tetrahydropyridazin-6-yl)-1,4,4-trimethyl-1,2,3,4-tetrahydroquinolin-2-one), [H-].[Na+] (sodium hydride), ice, O1CCN(CC1)CCCl (2-morpholinoethyl chloride). RXN SMILES: [CH3:1][CH:2]1[C:7]([C:8]2[CH:9]=[C:10]3[C:15](=[CH:16][CH:17]=2)[N:14]([CH3:18])[C:13](=[O:19])[CH2:12][C:11]3([CH3:21])[CH3:20])=[N:6][NH:5][C:4](=[O:22])[CH2:3]1.[H-].[Na+].[O:25]1[CH2:30][CH2:29][N:28]([CH2:31][CH2:32][Cl:33])[CH2:27][CH2:26]1>CN(C)C=O>[ClH:33].[CH3:1][CH:2]1[C:7]([C:8]2[CH:9]=[C:10]3[C:15](=[CH:16][CH:17]=2)[N:14]([CH3:18])[C:13](=[O:19])[CH2:12][C:11]3([CH3:21])[CH3:20])=[N:6][N:5]([CH2:32][CH2:31][N:28]2[CH2:29][CH2:30][O:25][CH2:26][CH2:27]2)[C:4](=[O:22])[CH2:3]1 |f:1.2,5.6|. Procedure: To a solution of 3 g of 6-(5-methyl-3-oxo-2,3,4,5-tetrahydropyridazin-6-yl)-1,4,4-trimethyl-1,2,3,4-tetrahydroquinolin-2-one in 30 ml of dimethylformamide was added 0.9 g of 50% sodium hydride. After stirring for about 30 minutes, 1.7 g of 2-morpholinoethyl chloride was added and the mixture was stirred at about 50° C. for one hour. The reaction mixture was poured into 200 ml of ice-cold water and extracted with 150 ml of chloroform. The extract was dried over potassium carbonate and concentrate... Reactants: C(#N)[BH3-].[Na+] (sodium cyanoborohydride), NC[C@H](O)C=1C=CC(=C(C1)NS(=O)(=O)C)O (N-[5-(2-amino-1-{R}-hydroxyethyl)-2-hydroxyphenyl]-methane-sulfonamide), C(C)OC([C@@H](CC(C)C)NC(C1=CC=C(C=C1)N1CCC(CC1)C=O)=O)=O ((2R)-2-{[4-(4-(formyl)piperidin-1-yl)benzoyl]amino}4-methylpentanoic acid ethyl ester), C(C)(=O)O (acetic acid), 4A. The solvent is CO.C1CCOC1 (methanol THF). Run at time 8 hour. The product is C(C)OC([C@H](CC(C)C)NC(C1=CC=C(C=C1)N1CCC(CC1)CNC[C@@H](C1=CC(=C(C=C1)O)NS(=O)(=O)C)O)=O)=O ((2S)-2-{[4-(4-{[((2R)-2-Hydroxy-2-{4-hydroxy-3-[(methylsulfonyl)amino]-phenyl}-ethyl)amino]methyl}piperidin-1-yl)benzoyl]amino}-4-methylpentanoic Acid Ethyl Ester). The yield is 29.8%. Reaction SMILES: [NH2:1][CH2:2][C@@H:3]([C:5]1[CH:6]=[CH:7][C:8]([OH:16])=[C:9]([NH:11][S:12]([CH3:15])(=[O:14])=[O:13])[CH:10]=1)[OH:4].[CH2:17]([O:19][C:20](=[O:43])[C@H:21]([NH:26][C:27](=[O:42])[C:28]1[CH:33]=[CH:32][C:31]([N:34]2[CH2:39][CH2:38][CH:37]([CH:40]=O)[CH2:36][CH2:35]2)=[CH:30][CH:29]=1)[CH2:22][CH:23]([CH3:25])[CH3:24])[CH3:18].C(O)(=O)C.C([BH3-])#N.[Na+]>CO.C1COCC1>[CH2:17]([O:19][C:20](=[O:43])[C@@H:21]([NH:26][C:27](=[O:42])[C:28]1[CH:29]=[CH:30][C:31]([N:34]2[CH2:35][CH2:36][CH:37]([CH2:40][NH:1][CH2:2][C@H:3]([OH:4])[C:5]3[CH:6]=[CH:7][C:8]([OH:16])=[C:9]([NH:11][S:12]([CH3:15])(=[O:14])=[O:13])[CH:10]=3)[CH2:38][CH2:39]2)=[CH:32][CH:33]=1)[CH2:22][CH:23]([CH3:25])[CH3:24])[CH3:18] |f:3.4,5.6|. Procedure details: A solution of N-[5-(2-amino-1-{R}-hydroxyethyl)-2-hydroxyphenyl]-methane-sulfonamide (0.098 g, 0.4 mmol), (2R)-2-{[4-(4-(formyl)piperidin-1-yl)benzoyl]amino}4-methylpentanoic acid ethyl ester (0.4 mmol) and glacial acetic acid (0.023 g, 0.4 mmol) in 5 mL of methanol-THF (4:1, v/v) was stirred for 1 hour over 4A molecular sieves. In one portion sodium cyanoborohydride (0.026 g, 0.4 mmol) was added and the mixture stirred overnight at ambient temperature. The sieves were filtered and the filtrate ... Reactants: NC1=CC(=C(OC2=C3C(=NC=C2)NC=C3CCO)C=C1)F (2-[4-(4-amino-2-fluorophenoxy)-1H-pyrrolo[2,3-b]pyridin-3-yl]ethanol), [OH-].[Na+] (sodium hydroxide), ClC1=NC(=NC(=C1)Cl)N (4,6-dichloropyrimidine-2-amine), Cl (hydrochloric acid). The solvent is O (water). The product is NC1=NC(=CC(=N1)NC1=CC(=C(OC2=C3C(=NC=C2)NC=C3CCO)C=C1)F)Cl (2-(4-{4-[(2-Amino-6-chloropyrimidin-4-yl)amino]-2-fluorophenoxy}-1H-pyrrolo[2,3-b]pyridin-3-yl)ethanol). RXN SMILES: [NH2:1][C:2]1[CH:20]=[CH:19][C:5]([O:6][C:7]2[CH:12]=[CH:11][N:10]=[C:9]3[NH:13][CH:14]=[C:15]([CH2:16][CH2:17][OH:18])[C:8]=23)=[C:4]([F:21])[CH:3]=1.[Cl:22][C:23]1[CH:28]=[C:27](Cl)[N:26]=[C:25]([NH2:30])[N:24]=1.Cl.[OH-].[Na+]>O>[NH2:30][C:25]1[N:26]=[C:27]([NH:1][C:2]2[CH:20]=[CH:19][C:5]([O:6][C:7]3[CH:12]=[CH:11][N:10]=[C:9]4[NH:13][CH:14]=[C:15]([CH2:16][CH2:17][OH:18])[C:8]=34)=[C:4]([F:21])[CH:3]=2)[CH:28]=[C:23]([Cl:22])[N:24]=1 |f:3.4|. Procedure: 56 mg (0.17 mmol) of 2-[4-(4-amino-2-fluorophenoxy)-1H-pyrrolo[2,3-b]pyridin-3-yl]ethanol and 30 mg (0.18 mmol) of 4,6-dichloropyrimidine-2-amine are suspended in 5 ml of water. 25 μl of 37% strength hydrochloric acid are added, and the mixture is heated at reflux overnight. Using 1N aqueous sodium hydroxide solution, the pH is then adjusted to 10, resulting in the precipitation of crystals. The mixture is concentrated and filtered through silica gel. The product is purified by preparative HPLC.